This data is from the Open Reaction Database (ORD), a public repository of structured organic reaction records. The task is: describe an organic reaction: reactants, conditions, products, and yield Starting materials: [H-].[H-].[H-].[H-].[Li+].[Al+3] (LiAlH4), C(CC)(=O)Cl (Propionyl chloride), NC1COC2=CC=CC=C2C1 (3-aminochroman), [H-].[H-].[H-].[H-].[Li+].[Al+3] (LiAlH4), C(CC)(=O)Cl (propionyl chloride). The solvent is C1CCOC1 (THF), C(Cl)Cl (CH2Cl2), C(=O)([O-])[O-].[Na+].[Na+] (Na2CO3). Reaction conditions: time 2 hour. Yields the product C(CC)NC1COC2=CC=CC=C2C1 (3-(N-n-propylamino)chroman). The yield is 71.9%. RXN SMILES: [C:1](Cl)(=O)[CH2:2][CH3:3].[NH2:6][CH:7]1[CH2:16][C:15]2[C:10](=[CH:11][CH:12]=[CH:13][CH:14]=2)[O:9][CH2:8]1.[H-].[H-].[H-].[H-].[Li+].[Al+3]>C(Cl)Cl.C([O-])([O-])=O.[Na+].[Na+].C1COCC1>[CH2:1]([NH:6][CH:7]1[CH2:16][C:15]2[C:10](=[CH:11][CH:12]=[CH:13][CH:14]=2)[O:9][CH2:8]1)[CH2:2][CH3:3] |f:2.3.4.5.6.7,9.10.11|. Reported procedure: Propionyl chloride (1.1 g, 11.5 mmol) was added to a mixture of 14 (1.2 g, 8.0 mmol) in CH2Cl2 and 10% aqueous Na2CO3 and stirred for 2 hours. Additional propionyl chloride (1.1 g, 11.5 mmol) was added and the mixture stirred overnight. The phases were separated and the organic layer was dried (MgSO4). The solvent was evaporated and the crude amid was treated with LiAlH4 (1 g, 26.4 mmol) in dry THF for 8 hours at room temperature. Since the reduction was not completed, additional LiAlH4 (0.5 g, ...